describe an organic reaction: reactants, conditions, products, and yield From a dataset of the Open Reaction Database (ORD), a public repository of structured organic reaction records. The reactants are BrC=1C=C2C(=NC1)NC=C2C(C)C2=C(C(=CC=C2Cl)F)OC (5-bromo-3-[1-(6-chloro-3-fluoro-2-methoxyphenyl)ethyl]-1H-pyrrolo[2,3-b]pyridine), C(C)(C)(C)OC(=O)N1C=C(C=2C1=NC=C(C2)Br)C(C)C2=C(C(=CC=C2O)F)Cl (5-Bromo-3-[1-(2-chloro-3-fluoro-6-hydroxyphenyl)ethyl]pyrrolo[2,3-b]pyridine-1-carboxylic acid tert-butyl ester), BrC=1C=C2C(=NC1)NC=C2C(C)C2=C(C(=CC=C2OC)F)Cl (5-bromo-3-[1-(2-chloro-3-fluoro-6-methoxyphenyl)ethyl]-1H-pyrrolo[2,3-b]pyridine). The product is C(C)(C)(C)OC(=O)N1C=C(C=2C1=NC=C(C2)Br)C(C)C2=C(C(=CC=C2Cl)F)O (5-Bromo-3-[1-(6-chloro-3-fluoro-2-hydroxyphenyl)ethyl]pyrrolo[2,3-b]pyridine-1-carboxylic acid tert-butyl ester). As a reaction SMILES: [Br:1][C:2]1[CH:3]=[C:4]2[C:10]([CH:11]([C:13]3[C:18]([Cl:19])=[CH:17][CH:16]=[C:15]([F:20])[C:14]=3[O:21]C)[CH3:12])=[CH:9][NH:8][C:5]2=[N:6][CH:7]=1.[C:23]([O:27][C:28](N1C2=NC=C(Br)C=C2C(C(C2C(O)=CC=C(F)C=2Cl)C)=C1)=[O:29])([CH3:26])([CH3:25])[CH3:24].BrC1C=C2C(C(C3C(OC)=CC=C(F)C=3Cl)C)=CNC2=NC=1>>[C:23]([O:27][C:28]([N:8]1[C:5]2=[N:6][CH:7]=[C:2]([Br:1])[CH:3]=[C:4]2[C:10]([CH:11]([C:13]2[C:18]([Cl:19])=[CH:17][CH:16]=[C:15]([F:20])[C:14]=2[OH:21])[CH3:12])=[CH:9]1)=[O:29])([CH3:26])([CH3:25])[CH3:24]. Reported procedure: The title compound was prepared from 5-bromo-3-[1-(6-chloro-3-fluoro-2-methoxyphenyl)ethyl]-1H-pyrrolo[2,3-b]pyridine following the procedures described for the preparation of 5-Bromo-3-[1-(2-chloro-3-fluoro-6-hydroxyphenyl)ethyl]pyrrolo[2,3-b]pyridine-1-carboxylic acid tert-butyl ester from 5-bromo-3-[1-(2-chloro-3-fluoro-6-methoxyphenyl)ethyl]-1H-pyrrolo[2,3-b]pyridine. 1H NMR (CDCl3, 300 MHz): δ=8.42 (d, J=2.1 Hz, 1H), 7.62-7.59 (m, 2H), 6.97-6.93 (m, 2H), 5.37 (d, J=5.1 Hz, 1H), 4.87 (q, J=7...